Dataset: the Open Reaction Database (ORD), a public repository of structured organic reaction records. Task: describe an organic reaction: reactants, conditions, products, and yield Reactants: CC(C)(C)OC(=O)NC(CCCCNC(=O)OCC1c2ccccc2-c2ccccc21)C(=O)O, ClCCl, O=S(=O)(Cl)c1ccc(Cl)cc1, O=C(O)C(F)(F)F, O=C([O-])C(F)(F)F. Yields the product O=C(NCCCCC(NS(=O)(=O)c1ccc(Cl)cc1)C(=O)O)OCC1c2ccccc2-c2ccccc21. Reaction SMILES: [C:1]([O:2][C:3](=[O:4])[NH:8][CH:9]([CH2:10][CH2:11][CH2:12][CH2:13][NH:14][C:15](=[O:16])[O:17][CH2:18][CH:19]1[c:20]2[cH:21][cH:22][cH:23][cH:24][c:25]2-[c:26]2[cH:27][cH:28][cH:29][cH:30][c:31]21)[C:32](=[O:33])[OH:34])([CH3:5])([CH3:6])[CH3:7].[Cl:42][CH2:43][Cl:44].[Cl:52][c:53]1[cH:54][cH:55][c:56]([S:59](=[O:60])(=[O:61])[Cl:62])[cH:57][cH:58]1.[F:35][C:36]([F:37])([F:38])[C:39]([OH:40])=[O:41].[O-:45][C:46]([C:47]([F:48])([F:49])[F:50])=[O:51]>>[NH:8]([CH:9]([CH2:10][CH2:11][CH2:12][CH2:13][NH:14][C:15](=[O:16])[O:17][CH2:18][CH:19]1[c:20]2[cH:21][cH:22][cH:23][cH:24][c:25]2-[c:26]2[cH:27][cH:28][cH:29][cH:30][c:31]21)[C:32](=[O:33])[OH:34])[S:59]([c:56]1[cH:55][cH:54][c:53]([Cl:52])[cH:58][cH:57]1)(=[O:60])=[O:61]. Starting materials: C(C)(=O)N1CC2=C(CC1)C(=C(S2)CCCl)CC (6-acetyl-2-(2-chloroethyl)-3-ethyl-4,5,6,7-tetrahydrothieno[2,3-c]pyridine), O.O.Cl (hydrochloride dihydrate), Cl.FC1=CC2=C(C(=NO2)C2CCNCC2)C=C1 (4-(6-fluoro-1,2-benzisoxazol-3-yl)piperidine hydrochloride). The product is C(C)(=O)N1CC2=C(CC1)C(=C(S2)CCN2CCC(CC2)C2=NOC1=C2C=CC(=C1)F)CC (6-acetyl-2-(2-(4-(6-fluoro-1,2-benzisoxazol-3-yl)piperidin-1-yl)ethyl)-3-ethyl-4,5,6,7-tetrahydrothieno[2,3-c]pyridine). Yield: 42.6%. Reaction SMILES: [C:1]([N:4]1[CH2:9][CH2:8][C:7]2[C:10]([CH2:16][CH3:17])=[C:11]([CH2:13][CH2:14]Cl)[S:12][C:6]=2[CH2:5]1)(=[O:3])[CH3:2].Cl.[F:19][C:20]1[CH:34]=[CH:33][C:23]2[C:24]([CH:27]3[CH2:32][CH2:31][NH:30][CH2:29][CH2:28]3)=[N:25][O:26][C:22]=2[CH:21]=1.O.O.Cl>>[C:1]([N:4]1[CH2:9][CH2:8][C:7]2[C:10]([CH2:16][CH3:17])=[C:11]([CH2:13][CH2:14][N:30]3[CH2:29][CH2:28][CH:27]([C:24]4[C:23]5[CH:33]=[CH:34][C:20]([F:19])=[CH:21][C:22]=5[O:26][N:25]=4)[CH2:32][CH2:31]3)[S:12][C:6]=2[CH2:5]1)(=[O:3])[CH3:2] |f:1.2,3.4.5|. Procedure details: The reaction and procedure were conducted in a similar manner as in Example 24 using 0.7 g of 6-acetyl-2-(2-chloroethyl)-3-ethyl-4,5,6,7-tetrahydrothieno[2,3-c]pyridine and 0.67 g of 4-(6-fluoro-1,2-benzisoxazol-3-yl)piperidine hydrochloride to give 0.5 g of 6-acetyl-2-(2-(4-(6-fluoro-1,2-benzisoxazol-3-yl)piperidin-1-yl)ethyl)-3-ethyl-4,5,6,7-tetrahydrothieno[2,3-c]pyridine as an oil, m.p. 165°-167° C. (decomposition) as hydrochloride dihydrate thereof. Reactants: C(CCC)[N+](CCCC)(CCCC)CCCC.C(C)(C)(C)OC(=O)N[C@@H]1C(N([C@@H]1C)S(=O)(=O)[O-])=O ((3S-cis)-3-t-Butoxycarbonylamino-4-methyl-2-oxo-1-azetidinesulfonic acid, tetrabutyl ammonium salt). The solvent is C(=O)O (formic acid). Run at time 4 hour. The product is N[C@@H]1C(N([C@@H]1C)S(=O)(=O)O)=O ((3S-cis)-3-Amino-4-methyl-2-oxo-1-azetidinesulfonic acid). The yield is 26.4%. As a reaction SMILES: C([N+](CCCC)(CCCC)CCCC)CCC.C(OC([NH:25][C@H:26]1[C@@H:29]([CH3:30])[N:28]([S:31]([O-:34])(=[O:33])=[O:32])[C:27]1=[O:35])=O)(C)(C)C>C(O)=O>[NH2:25][C@H:26]1[C@@H:29]([CH3:30])[N:28]([S:31]([OH:34])(=[O:32])=[O:33])[C:27]1=[O:35] |f:0.1|. Reported procedure: (3S-cis)-3-t-Butoxycarbonylamino-4-methyl-2-oxo-1-azetidinesulfonic acid, tetrabutyl ammonium salt (10.76 g) is dissolved in 50 ml of 95-97% formic acid and stirred for 4 hours under nitrogen. A small amount of product from a previous reaction is added as seed and the mixture is stirred for one more hour. The mixture is stored in the freezer for about 16 hours and the frozen mixture is warmed to room temperature and stirred for an additional hour. The solid formed is filtered and washed with met...